Dataset: the Open Reaction Database (ORD), a public repository of structured organic reaction records. Task: describe an organic reaction: reactants, conditions, products, and yield Starting materials: N(=NC(=O)N1CCCCC1)C(=O)N1CCCCC1 (1,1′-(azodicarbonyl)-dipiperidine), FC(C1=CC=C(C=C1)C1=CC=C(C=C1)O)(F)F (4′-trifluoromethyl-biphenyl-4-ol), COC(CCNC(C1=CC=C(C=C1)C(CCCCCC)CO)=O)=O (3-[4-(1-hydroxymethyl-heptyl)-benzoylamino]-propionic acid methyl ester), C(CCC)P(CCCC)CCCC (Tributylphosphine). Solvent: C1(=CC=CC=C1)C (toluene). Reaction conditions: time 8 hour. The product is COC(CCNC(C1=CC=C(C=C1)C(CCCCCC)COC1=CC=C(C=C1)C1=CC=C(C=C1)C(F)(F)F)=O)=O (3-{4-[1-(4′-Trifluoromethyl-biphenyl-4-yloxymethyl)-heptyl]-benzoylamino}-propionic acid methyl ester). As a reaction SMILES: [F:1][C:2]([F:17])([F:16])[C:3]1[CH:8]=[CH:7][C:6]([C:9]2[CH:14]=[CH:13][C:12]([OH:15])=[CH:11][CH:10]=2)=[CH:5][CH:4]=1.[CH3:18][O:19][C:20](=[O:41])[CH2:21][CH2:22][NH:23][C:24](=[O:40])[C:25]1[CH:30]=[CH:29][C:28]([CH:31]([CH2:38]O)[CH2:32][CH2:33][CH2:34][CH2:35][CH2:36][CH3:37])=[CH:27][CH:26]=1.C(P(CCCC)CCCC)CCC.N(C(N1CCCCC1)=O)=NC(N1CCCCC1)=O>C1(C)C=CC=CC=1>[CH3:18][O:19][C:20](=[O:41])[CH2:21][CH2:22][NH:23][C:24](=[O:40])[C:25]1[CH:26]=[CH:27][C:28]([CH:31]([CH2:38][O:15][C:12]2[CH:13]=[CH:14][C:9]([C:6]3[CH:7]=[CH:8][C:3]([C:2]([F:16])([F:17])[F:1])=[CH:4][CH:5]=3)=[CH:10][CH:11]=2)[CH2:32][CH2:33][CH2:34][CH2:35][CH2:36][CH3:37])=[CH:29][CH:30]=1. Procedure: A solution of 4′-trifluoromethyl-biphenyl-4-ol (213 mg, 0.90 mmol) and 3-[4-(1-hydroxymethyl-heptyl)-benzoylamino]-propionic acid methyl ester (240 mg, 0.72 mmol) in anhydrous toluene (5 mL) is degassed and filled with nitrogen 3 times. Tributylphosphine (270 μL, 1.07 mmol) is added to the reaction mixture under nitrogen at 0° C., followed by addition of 1,1′-(azodicarbonyl)-dipiperidine (271 mg, 1.07 mmol). The reaction mixture is allowed to warm to room temperature and stirred overnight. The m...